This data is from the Open Reaction Database (ORD), a public repository of structured organic reaction records. The task is: describe an organic reaction: reactants, conditions, products, and yield Reactants: C(C)(C)NC(=O)[C@H]1CC[C@H](CC1)N1\C(\NC=2C=NC(=CC21)OCCN2CCCCC2)=N\C(=O)C=2C=CC1=C(SC=C1)C2 ((E)-N-(1-(cis-4-(isopropylcarbamoyl)cyclohexyl)-6-(2-(piperidin-1-yl)ethoxy)-1H-imidazo[4,5-c]pyridin-2(3H)-ylidene)benzo[b]thiophene-6-carboxamide), C(N)(=O)C1=CC=C(C(=O)O)C=C1 (4-carbamoylbenzoic acid). Yields the product title compound, C(C)(C)NC(=O)[C@H]1CC[C@H](CC1)N1\C(\NC=2C=NC(=CC21)OCCN2CCCCC2)=N\C(C2=CC=C(C(=O)N)C=C2)=O ((E)-N1-(1-(cis-4-(isopropylcarbamoyl)cyclohexyl)-6-(2-(piperidin-1-yl)ethoxy)-1H-imidazo[4,5-c]pyridin-2(3H)-ylidene)terephthalamide). The yield is 11.9%. As a reaction SMILES: [CH:1]([NH:4][C:5]([C@@H:7]1[CH2:12][CH2:11][C@H:10]([N:13]2[C:21]3[CH:20]=[C:19]([O:22][CH2:23][CH2:24][N:25]4[CH2:30][CH2:29][CH2:28][CH2:27][CH2:26]4)[N:18]=[CH:17][C:16]=3[NH:15]/[C:14]/2=[N:31]\C(C2C=CC3C=CSC=3C=2)=O)[CH2:9][CH2:8]1)=[O:6])([CH3:3])[CH3:2].[C:43]([C:46]1[CH:54]=[CH:53][C:49]([C:50](O)=[O:51])=[CH:48][CH:47]=1)(=[O:45])[NH2:44]>>[CH:1]([NH:4][C:5]([C@@H:7]1[CH2:8][CH2:9][C@H:10]([N:13]2[C:21]3[CH:20]=[C:19]([O:22][CH2:23][CH2:24][N:25]4[CH2:30][CH2:29][CH2:28][CH2:27][CH2:26]4)[N:18]=[CH:17][C:16]=3[NH:15]/[C:14]/2=[N:31]\[C:50](=[O:51])[C:49]2[CH:53]=[CH:54][C:46]([C:43]([NH2:44])=[O:45])=[CH:47][CH:48]=2)[CH2:11][CH2:12]1)=[O:6])([CH3:3])[CH3:2]. Procedure: The title compound was prepared using a method analogous to the preparation of (E)-N-(1-(cis-4-(isopropylcarbamoyl)cyclohexyl)-6-(2-(piperidin-1-yl)ethoxy)-1H-imidazo[4,5-c]pyridin-2(3H)-ylidene)benzo[b]thiophene-6-carboxamide, using 4-carbamoylbenzoic acid. The material was purified via preparative HPLC (0.1% NH4OH in ACN/H2O) to provide (E)-N1-(1-(cis-4-(isopropylcarbamoyl)cyclohexyl)-6-(2-(piperidin-1-yl)ethoxy)-1H-imidazo[4,5-c]pyridin-2(3H)-ylidene)terephthalamide (11.9% yield). MS m/z=576....